This data is from the Open Reaction Database (ORD), a public repository of structured organic reaction records. The task is: describe an organic reaction: reactants, conditions, products, and yield Reactants: CC(C)O, CC(C)(O)CNc1c([N+](=O)[O-])cnc2cccnc12. Product: CC(C)(O)CNc1c(N)cnc2cccnc12. Reaction SMILES: [CH:20]([OH:21])([CH3:22])[CH3:23].[OH:1][C:2]([CH2:3][NH:4][c:5]1[c:6]([N+:15]([O-:16])=[O:17])[cH:7][n:8][c:9]2[cH:10][cH:11][cH:12][n:13][c:14]12)([CH3:18])[CH3:19]>>[OH:1][C:2]([CH2:3][NH:4][c:5]1[c:6]([NH2:15])[cH:7][n:8][c:9]2[cH:10][cH:11][cH:12][n:13][c:14]12)([CH3:18])[CH3:19].